From a dataset of the Open Reaction Database (ORD), a public repository of structured organic reaction records. describe an organic reaction: reactants, conditions, products, and yield Procedure: To a solution of 4-(4-{[5-chloro-1-(2-trimethylsilanyl-ethoxymethyl)-1H-[1,2,4]triazole-3-carboxylic acid methyl ester (as prepared in the previous step, 227 mg, 0.780 mmol) in EtOH (2 mL), 2 N KOH (0.4 mL, 0.8 mmol) was added. The resulting solution was stirred at RT for 20 min and concentrated in vacuo. The residue obtained was suspended in ether (10 mL) and sonicated for 5 min. The ether was then removed and the resulting residue was dried in vacuo for 4 h to obtain 4-(4-{[5-chloro-1-(2-trime... Conditions: time 20 minute. Run in CCO (EtOH), CCOCC (ether). Reaction SMILES: C[O:2][C:3]([C:5]1[N:9]=[C:8]([Cl:10])[N:7]([CH2:11][O:12][CH2:13][CH2:14][Si:15]([CH3:18])([CH3:17])[CH3:16])[N:6]=1)=[O:4].[OH-].[K+:20]>CCO.CCOCC>[K+:20].[Cl:10][C:8]1[N:7]([CH2:11][O:12][CH2:13][CH2:14][Si:15]([CH3:17])([CH3:18])[CH3:16])[N:6]=[C:5]([C:3]([O-:4])=[O:2])[N:9]=1 |f:1.2,5.6|. Yields the product [K+].ClC1=NC(=NN1COCC[Si](C)(C)C)C(=O)[O-] (5-chloro-1-(2-trimethylsilanyl-ethoxymethyl)-1H-[1,2,4]triazole-3-carboxylic acid potassium salt). Starting materials: COC(=O)C1=NN(C(=N1)Cl)COCC[Si](C)(C)C (5-chloro-1-(2-trimethylsilanyl-ethoxymethyl)-1H-[1,2,4]triazole-3-carboxylic acid methyl ester), [OH-].[K+] (KOH). Isolated yield 91.0%. Reactants: C(C)N(CCNC(=O)C1=NC2=CC=C(C=C2C(=C1)F)I)CC (N-[2-(diethylamino)ethyl]-4-fluoro-6-iodoquinoline-2-carboxamide), C(C)N(CCNC(=O)C=1C=C(C=C2C(=CC=NC12)F)[Sn](CCCC)(CCCC)CCCC)CC (N-[2-(diethylamino)ethyl]-4-fluoro-6-(tributylstannyl)quinoline-8-carboxamide). Yields the product C(C)N(CCNC(=O)C1=NC2=CC=C(C=C2C(=C1)F)[Sn](CCCC)(CCCC)CCCC)CC (N-[2-(diethylamino)ethyl]-4-fluoro-6-(tributylstannyl)quinoline-2-carboxamide). Yield: 57.0%. As a reaction SMILES: [CH2:1]([N:3]([CH2:21][CH3:22])[CH2:4][CH2:5][NH:6][C:7]([C:9]1[CH:18]=[C:17]([F:19])[C:16]2[C:11](=[CH:12][CH:13]=[C:14](I)[CH:15]=2)[N:10]=1)=[O:8])[CH3:2].C(N(CC)CCN[C:29]([C:31]1[CH:32]=[C:33]([Sn:42](CCCC)([CH2:47][CH2:48][CH2:49][CH3:50])[CH2:43][CH2:44][CH2:45][CH3:46])C=C2C=1N=CC=C2F)=O)C>>[CH2:1]([N:3]([CH2:21][CH3:22])[CH2:4][CH2:5][NH:6][C:7]([C:9]1[CH:18]=[C:17]([F:19])[C:16]2[C:11](=[CH:12][CH:13]=[C:14]([Sn:42]([CH2:43][CH2:44][CH2:45][CH3:46])([CH2:47][CH2:48][CH2:49][CH3:50])[CH2:33][CH2:32][CH2:31][CH3:29])[CH:15]=2)[N:10]=1)=[O:8])[CH3:2]. Procedure details: This compound was prepared, starting from compound 106 (206 mg, 0.50 mmol), according to the procedure developed for compound 112. The purification was performed using column chromatography (Al2O3, cyclohexane/AcOEt, 5/5, v/v) to give compound 113 (165 mg, 0.29 mmol) as an orange oil. Yield 57%; Rf (Al2O3, cyclohexane/AcOEt, 5/5, v/v) 0.73; IR (CCl4) ν 1521, 1684, 2929, 2962 cm−1; 1H NMR (200 MHz, CDCl3) δ 0.88 (t, 9H, J=7.0 Hz), 1.10 (t, 6H, J=7.1 Hz), 1.17 (m, 6H), 1.33 (m, 6H), 1.55 (m, 6H), ... Starting materials: C(CCC)N(CCCC)CCCC (tri-n-butylamine), solution, phosphonitrile chloride, C(=C)[Si](O[Si](C)(C)C=C)(C)C (1,3-divinyl-1,1,3,3-tetramethyldisiloxane), Cl[Si](Cl)(Cl)Cl (tetrachlorosilane). Run in C(Cl)Cl (methylene chloride). Reaction conditions: time 116 hour. The product is C(=C)[Si](O[Si](O[Si](C)(C)C=C)(Cl)Cl)(C)C (1,5-divinyl-1,1,5,5-tetramethyl-3,3-dichlorotrisiloxane). As a reaction SMILES: C([Si](C)(C)[O:4][Si:5]([CH:8]=[CH2:9])([CH3:7])[CH3:6])=C.[Cl:12][Si:13]([Cl:16])(Cl)Cl.C(N(CC[CH2:28][CH3:29])CCCC)CCC>C(Cl)Cl>[CH:28]([Si:5]([CH3:7])([CH3:6])[O:4][Si:13]([Cl:16])([Cl:12])[O:4][Si:5]([CH:8]=[CH2:9])([CH3:6])[CH3:7])=[CH2:29]. Procedure: About 1 ml of a 25% solution of phosphonitrile chloride in methylene chloride is added to a mixture containing 278 g (1.5 mol) of 1,3-divinyl-1,1,3,3-tetramethyldisiloxane and 85 g (0.5 mol) of tetrachlorosilane. After the mixture has been stirred at room temperature for 116 hours, 1.1 ml of tri-n-butylamine are added, and the reaction mixture stirred for an additional 30 minutes and then subsequently fractionally distilled. At 45° to 52° C. and at 3 mbar, 85 g of 1,5-divinyl-1,1,5,5-tetramethyl... Starting materials: O=C([O-])O, OCc1cc(OCc2ccccc2)ccc1Cl, ClCCl, [Na+], O, BrP(Br)Br. Yields the product Clc1ccc(OCc2ccccc2)cc1CBr. As a reaction SMILES: [C:22](=[O:23])([O-:24])[OH:25].[Cl:1][c:2]1[c:3]([CH2:16][OH:17])[cH:4][c:5]([O:8][CH2:9][c:10]2[cH:11][cH:12][cH:13][cH:14][cH:15]2)[cH:6][cH:7]1.[Cl:27][CH2:28][Cl:29].[Na+:26].[OH2:30].[P:18]([Br:19])([Br:20])[Br:21]>>[Cl:1][c:2]1[c:3]([CH2:16][Br:19])[cH:4][c:5]([O:8][CH2:9][c:10]2[cH:11][cH:12][cH:13][cH:14][cH:15]2)[cH:6][cH:7]1. Starting materials: C([O-])(O)=O.[Na+] (sodium bicarbonate), C(CC)(OCC)(OCC)OCC (triethyl orthopropionate), solution, N-methyl-2-pyrolidine, CNC(C1=C(C=C(C=C1)Br)N)=O (N-methyl-2-amino4-bromobenzamide). Run in C(C)(=O)O (acetic acid). Conditions: temperature 100 celsius, time 1 hour. The product is BrC1=CC=C2C(N(C(=NC2=C1)CC)C)=O (7-bromo-2-ethyl-3-methyl-4-oxo-3,4-dihydroquinazoline). RXN SMILES: [C:1](OCC)(OCC)(OCC)[CH2:2]C.[CH3:13][NH:14][C:15](=[O:24])[C:16]1[CH:21]=[CH:20][C:19]([Br:22])=[CH:18][C:17]=1[NH2:23].[C:25](=O)(O)[O-].[Na+]>C(O)(=O)C>[Br:22][C:19]1[CH:18]=[C:17]2[C:16]([C:15](=[O:24])[N:14]([CH3:25])[C:13]([CH2:1][CH3:2])=[N:23]2)=[CH:21][CH:20]=1 |f:2.3|. Procedure: 1.5 ml of triethyl orthopropionate and 30 μL of acetic acid were added to 1 ml solution of N-methyl-2-pyrolidine with 796 mg of N-methyl-2-amino4-bromobenzamide, and the mixture was stirred at 100° C. for 1 hour. Saturated sodium bicarbonate aqueous solution was added to the reaction solution, and extracted with ether. Ether layer was washed with saturated saline solution, and dried with anhydrous magnesium sulfate. After distilling out the solvents under reduced pressure, the residues were sepa... Starting materials: CC1=CC=C(C(=S)Cl)C=C1 (4-methylthiobenzoyl chloride), C(CCCCCCN)N (1,7-heptanediamine), [OH-].[K+] (potassium hydroxide). The solvent is C(CCl)Cl (ethylene dichloride). The product is CC1=CC=C(C(=S)NCCCCCCCNC(C2=CC=C(C=C2)C)=S)C=C1 (N,N'-Heptamethylenebis(4-methylthiobenzamide)). RXN SMILES: [CH3:1][C:2]1[CH:10]=[CH:9][C:5]([C:6](Cl)=[S:7])=[CH:4][CH:3]=1.[CH2:11]([NH2:19])[CH2:12][CH2:13][CH2:14][CH2:15][CH2:16][CH2:17][NH2:18].[OH-].[K+]>C(Cl)CCl>[CH3:1][C:2]1[CH:10]=[CH:9][C:5]([C:6]([NH:18][CH2:17][CH2:16][CH2:15][CH2:14][CH2:13][CH2:12][CH2:11][NH:19][C:6](=[S:7])[C:5]2[CH:9]=[CH:10][C:2]([CH3:1])=[CH:3][CH:4]=2)=[S:7])=[CH:4][CH:3]=1 |f:2.3|. Procedure: m.p. 181°-182° C., 25.8 g., was prepared as in Example 1 using 4-methylthiobenzoyl chloride (prepared from 31 g. of 4-methylthiobenzoic acid as in Example 6) in 100 ml. of ethylene dichloride, 11.9 g. of 1,7-heptanediamine, 200 ml. of 10% aqueous potassium hydroxide solution, 500 ml. of ethylene dichloride and recrystallization from acetic acid. Starting materials: C(C)SC=1OC2=C(C(C1)=O)C(=CC(=C2[C@@H]2[C@@H](CN(CC2)C)O)OC)OC (cis-(-)-2-(ethylthio)-8-(3-hydroxy-1-methyl-4-piperidinyl)-5,7-dimethoxy-4H-1-benzopyran-4-one), B(Br)(Br)Br (BBr3). The solvent is ClCCCl (1,2-dichloroethane). Run at temperature 90 celsius, time 3 hour. Product: C(C)SC=1OC2=C(C(C1)=O)C(=CC(=C2[C@@H]2[C@@H](CN(CC2)C)O)O)O (cis-(-)-2-(Ethylthio)-5,7-dihydroxy-8-(3-hydroxy-1-methyl-4-piperidinyl)-4H-1-benzopyran-4-one). Yield: 70.0%. As a reaction SMILES: [CH2:1]([S:3][C:4]1[O:5][C:6]2[C:14]([C@H:15]3[CH2:20][CH2:19][N:18]([CH3:21])[CH2:17][C@H:16]3[OH:22])=[C:13]([O:23]C)[CH:12]=[C:11]([O:25]C)[C:7]=2[C:8](=[O:10])[CH:9]=1)[CH3:2].B(Br)(Br)Br>ClCCCl>[CH2:1]([S:3][C:4]1[O:5][C:6]2[C:14]([C@H:15]3[CH2:20][CH2:19][N:18]([CH3:21])[CH2:17][C@H:16]3[OH:22])=[C:13]([OH:23])[CH:12]=[C:11]([OH:25])[C:7]=2[C:8](=[O:10])[CH:9]=1)[CH3:2]. Procedure details: To a solution of the title A compound (cis-(-)-2-(ethylthio)-8-(3-hydroxy-1-methyl-4-piperidinyl)-5,7-dimethoxy-4H-1-benzopyran-4-one: 180.5 mg, 0.476 mmol) in 1,2-dichloroethane (3 mL) was added a solution of BBr3 (2.5 mL of 2M solution in 1,2-dichloroethane). The mixture was stirred at 90° C. or 3 hours and cooled to room temperature. It was quenched by MeOH (5 mL) and concentrated. The residue was re-dissolved in MeOH (10 mL) and neutralized by aqueous NaHCO3 solution. The resulting solution ... Solvent: ClCCl (dichloromethane), ClCCl (dichloromethane). Procedure: To a solution of 7-[4-(2-butoxyethoxy)phenyl]-1-isobutyl-N-[4-[[(1-methylimidazol-2-yl)sulfanyl]methyl]phenyl]-2,3-dihydro-1-benzazepine-4-carboxamide (200 mg) in dichloromethane (10 ml) was added dropwise 70% solution of 3-chloroperbenzoic acid (116 mg) in dichloromethane (10 ml) at −78° C. After finishing the dropping, the mixture was stirred for 1 hour at −10° C. to −25° C. To the mixture was added an aqueous solution of sodium thiosulfate, and the mixture was allowed to be at room temperatur... As a reaction SMILES: [CH2:1]([O:5][CH2:6][CH2:7][O:8][C:9]1[CH:14]=[CH:13][C:12]([C:15]2[CH:16]=[CH:17][C:18]3[N:24]([CH2:25][CH:26]([CH3:28])[CH3:27])[CH2:23][CH2:22][C:21]([C:29]([NH:31][C:32]4[CH:37]=[CH:36][C:35]([CH2:38][S:39][C:40]5[N:41]([CH3:45])[CH:42]=[CH:43][N:44]=5)=[CH:34][CH:33]=4)=[O:30])=[CH:20][C:19]=3[CH:46]=2)=[CH:11][CH:10]=1)[CH2:2][CH2:3][CH3:4].ClC1C=CC=C(C(OO)=[O:55])C=1.S([O-])([O-])(=O)=S.[Na+].[Na+]>ClCCl>[CH2:1]([O:5][CH2:6][CH2:7][O:8][C:9]1[CH:10]=[CH:11][C:12]([C:15]2[CH:16]=[CH:17][C:18]3[N:24]([CH2:25][CH:26]([CH3:27])[CH3:28])[CH2:23][CH2:22][C:21]([C:29]([NH:31][C:32]4[CH:33]=[CH:34][C:35]([CH2:38][S:39]([C:40]5[N:41]([CH3:45])[CH:42]=[CH:43][N:44]=5)=[O:55])=[CH:36][CH:37]=4)=[O:30])=[CH:20][C:19]=3[CH:46]=2)=[CH:13][CH:14]=1)[CH2:2][CH2:3][CH3:4] |f:2.3.4|. Reactants: S(=S)(=O)([O-])[O-].[Na+].[Na+] (sodium thiosulfate), C(CCC)OCCOC1=CC=C(C=C1)C=1C=CC2=C(C=C(CCN2CC(C)C)C(=O)NC2=CC=C(C=C2)CSC=2N(C=CN2)C)C1 (7-[4-(2-butoxyethoxy)phenyl]-1-isobutyl-N-[4-[[(1-methylimidazol-2-yl)sulfanyl]methyl]phenyl]-2,3-dihydro-1-benzazepine-4-carboxamide), solution, ClC1=CC(=CC=C1)C(=O)OO (3-chloroperbenzoic acid). Yields the product C(CCC)OCCOC1=CC=C(C=C1)C=1C=CC2=C(C=C(CCN2CC(C)C)C(=O)NC2=CC=C(C=C2)CS(=O)C=2N(C=CN2)C)C1 (7-[4-(2-butoxyethoxy)phenyl]-1-isobutyl-N-[4-[[(1-methylimidazol-2-yl)sulfinyl]methyl]phenyl]-2,3-dihydro-1-benzazepine-4-carboxamide). Run at time 1 hour. Isolated yield 59.5%. Starting materials: solution, B(Br)(Br)Br (boron tribromide), CCCCCC (hexane), CO (methanol), C(C=C)OC=1C(=C(C=C(C1)OCC=C)CC(=O)OC)C(C1=CC=C(C=C1)OC)=O (Methyl 3,5-diallyloxy-2-(4-methoxybenzoyl)phenylacetate). Run in ClCCl (dichloromethane). Reaction conditions: temperature -78 celsius, time 30 minute. The product is C(C=C)OC=1C=C(C(=C(C1)CC(=O)OC)C(C1=CC=C(C=C1)OC)=O)O (methyl 5-allyloxy-3-hydroxy-2-(4-methoxybenzoyl)phenylacetate). Yield: 60.6%. As a reaction SMILES: C([O:4][C:5]1[C:6]([C:20](=[O:29])[C:21]2[CH:26]=[CH:25][C:24]([O:27][CH3:28])=[CH:23][CH:22]=2)=[C:7]([CH2:15][C:16]([O:18][CH3:19])=[O:17])[CH:8]=[C:9]([O:11][CH2:12][CH:13]=[CH2:14])[CH:10]=1)C=C.B(Br)(Br)Br.CCCCCC.CO>ClCCl>[CH2:12]([O:11][C:9]1[CH:10]=[C:5]([OH:4])[C:6]([C:20](=[O:29])[C:21]2[CH:22]=[CH:23][C:24]([O:27][CH3:28])=[CH:25][CH:26]=2)=[C:7]([CH2:15][C:16]([O:18][CH3:19])=[O:17])[CH:8]=1)[CH:13]=[CH2:14]. Reported procedure: Methyl 3,5-diallyloxy-2-(4-methoxybenzoyl)phenylacetate (100 mg, 0.25 mmol) obtained in Example 15, Step 1 was dissolved in dichloromethane (10 mL). After the solution was cooled to −78° C., a 1.0 mol/L solution of boron tribromide in hexane (0.50 mL, 0.5 mmol) was added thereto, followed by stirring at −78° C. for 30 minutes. To the reaction mixture were successively added methanol and a saturated aqueous solution of sodium hydrogencarbonate, followed by extraction with chloroform. The organic ... The reactants are CC(NC(=O)C(F)F)c1ccc(F)cc1Br, C1CCOC1. Yields the product CC(NCC(F)F)c1ccc(F)cc1Br. RXN SMILES: [Br:1][c:2]1[c:3]([CH:9]([CH3:10])[NH:11][C:12]([CH:13]([F:14])[F:15])=[O:16])[cH:4][cH:5][c:6]([F:8])[cH:7]1.[CH2:17]1[O:18][CH2:19][CH2:20][CH2:21]1>>[Br:1][c:2]1[c:3]([CH:9]([CH3:10])[NH:11][CH2:12][CH:13]([F:14])[F:15])[cH:4][cH:5][c:6]([F:8])[cH:7]1.